From a dataset of the Open Reaction Database (ORD), a public repository of structured organic reaction records. describe an organic reaction: reactants, conditions, products, and yield Reactants: N1=CC=C2N1C=CC(=C2)CN2N=NC=1C2=NC(=CN1)C=1C=NN(C1)CCOC1OCCCC1 (1-(pyrazolo[1,5-a]pyridin-5-ylmethyl)-6-(1-(2-(tetrahydro-2H-pyran-2-yloxy)ethyl)-1H-pyrazol-4-yl)-1H-[1,2,3]triazolo[4,5-b]pyrazine), Compound 1, C1CC(=O)N(C1=O)Br (NBS). Solvent: C(Cl)(Cl)Cl (CHCl3). Reaction conditions: time 1 hour. Yields the product N1=CC=C2N1C=CC(=C2)CN2N=NC=1C2=NC(=CN1)C=1C=NN(C1)CCO (2-(4-(1-(Pyrazolo[1,5-a]pyridin-5-ylmethyl)-1H-[1,2,3]triazolo[4,5-b]pyrazin-6-yl)-1H-pyrazol-1-yl)ethanol). RXN SMILES: [N:1]1[N:5]2[CH:6]=[CH:7][C:8]([CH2:10][N:11]3[C:15]4=[N:16][C:17]([C:20]5[CH:21]=[N:22][N:23]([CH2:25][CH2:26][O:27]C6CCCCO6)[CH:24]=5)=[CH:18][N:19]=[C:14]4[N:13]=[N:12]3)=[CH:9][C:4]2=[CH:3][CH:2]=1.C1C(=O)N(Br)C(=O)C1>C(Cl)(Cl)Cl>[N:1]1[N:5]2[CH:6]=[CH:7][C:8]([CH2:10][N:11]3[C:15]4=[N:16][C:17]([C:20]5[CH:21]=[N:22][N:23]([CH2:25][CH2:26][OH:27])[CH:24]=5)=[CH:18][N:19]=[C:14]4[N:13]=[N:12]3)=[CH:9][C:4]2=[CH:3][CH:2]=1. Reported procedure: To a solution of 1-(pyrazolo[1,5-a]pyridin-5-ylmethyl)-6-(1-(2-(tetrahydro-2H-pyran-2-yloxy)ethyl)-1H-pyrazol-4-yl)-1H-[1,2,3]triazolo[4,5-b]pyrazine 311-a (10 mg, 0.022 mmol) (prepared according to the procedure of Compound 1) in CHCl3 was added NBS (4.4 mg, 0.025 mmol). The reaction mixture was stirred at rt for 1 h, then concentrated. The resulting residue was dissolved in CHCl3 (2 mL) and MeOH (2 mL), followed by the addition of 6N HCl in MeOH. The resulting mixture was stirred for 30 min, t... Reactants: ClCCl, COC(=O)NCc1cc(F)ccc1COc1cc(C)n(-c2cc(C(=O)O)ccc2C)c(=O)c1, O=C1CCC(=O)N1Br. Yields the product COC(=O)NCc1cc(F)ccc1COc1cc(C)n(-c2cc(C(=O)O)ccc2C)c(=O)c1Br. RXN SMILES: [Cl:42][CH2:43][Cl:44].[F:9][c:10]1[cH:11][c:12]([CH2:36][NH:37][C:38](=[O:39])[O:40][CH3:41])[c:13]([CH2:14][O:15][c:16]2[cH:17][c:18](=[O:33])[n:19](-[c:23]3[cH:24][c:25]([C:26](=[O:27])[OH:28])[cH:29][cH:30][c:31]3[CH3:32])[c:20]([CH3:22])[cH:21]2)[cH:34][cH:35]1.[O:1]=[C:2]1[N:3]([Br:8])[C:4](=[O:5])[CH2:6][CH2:7]1>>[Br:8][c:17]1[c:16]([O:15][CH2:14][c:13]2[c:12]([CH2:36][NH:37][C:38](=[O:39])[O:40][CH3:41])[cH:11][c:10]([F:9])[cH:35][cH:34]2)[cH:21][c:20]([CH3:22])[n:19](-[c:23]2[cH:24][c:25]([C:26](=[O:27])[OH:28])[cH:29][cH:30][c:31]2[CH3:32])[c:18]1=[O:33]. Reactants: FC1=C(C=C(C2=C1C=CO2)Br)F (4,5-difluoro-7-bromobenzofuran), C(C1=CC=CC=C1)N1CC(C(CC1)=O)C (1-benzyl-3-methyl-4-oxopiperidine). The product is C(C1=CC=CC=C1)N1CC(C(CC1)(C1=CC(=C(C=2C=COC21)F)F)O)C (1-benzyl-3-methyl-4-hydroxy-4-(4,5-difluorobenzofur-7-yl)piperidine). Isolated yield 42.4%. As a reaction SMILES: [F:1][C:2]1[C:7]2[CH:8]=[CH:9][O:10][C:6]=2[C:5](Br)=[CH:4][C:3]=1[F:12].[CH2:13]([N:20]1[CH2:25][CH2:24][C:23](=[O:26])[CH:22]([CH3:27])[CH2:21]1)[C:14]1[CH:19]=[CH:18][CH:17]=[CH:16][CH:15]=1>>[CH2:13]([N:20]1[CH2:25][CH2:24][C:23]([OH:26])([C:5]2[C:6]3[O:10][CH:9]=[CH:8][C:7]=3[C:2]([F:1])=[C:3]([F:12])[CH:4]=2)[CH:22]([CH3:27])[CH2:21]1)[C:14]1[CH:15]=[CH:16][CH:17]=[CH:18][CH:19]=1. Procedure details: Beginning with 4.0 gm (17.17 mMol) 4,5-difluoro-7-bromobenzofuran and 3.8 gm (18.88 mMol) 1-benzyl-3-methyl-4-oxopiperidine, 2.6 gm (43%) of the desired compound were recovered as a yellow oil essentially as described in EXAMPLE 3.